From a dataset of the Open Reaction Database (ORD), a public repository of structured organic reaction records. describe an organic reaction: reactants, conditions, products, and yield Starting materials: ClCCOC1=CC=2C(C3=CC(=CC=C3C2C=C1)OCCCl)=O (2,7-bis(2-chloroethoxy)fluoren-9-one), OO (hydrogen peroxide), ice water. The solvent is S(O)(O)(=O)=O (sulfuric acid). Yields the product ClCCOC=1C=CC2=C(OC(C3=C2C=CC(=C3)OCCCl)=O)C1 (3,8-bis(2-chloroethoxy)-6H-dibenzo[b,d]pyran-6-one). RXN SMILES: [Cl:1][CH2:2][CH2:3][O:4][C:5]1[CH:17]=[CH:16][C:15]2[C:14]3[C:9](=[CH:10][C:11]([O:18][CH2:19][CH2:20][Cl:21])=[CH:12][CH:13]=3)[C:8](=[O:22])[C:7]=2[CH:6]=1.[OH:23]O>S(=O)(=O)(O)O>[Cl:21][CH2:20][CH2:19][O:18][C:11]1[CH:12]=[CH:13][C:14]2[C:15]3[CH:16]=[CH:17][C:5]([O:4][CH2:3][CH2:2][Cl:1])=[CH:6][C:7]=3[C:8](=[O:23])[O:22][C:9]=2[CH:10]=1. Reported procedure: A solution of 13.5 g (0.04 mole) of 2,7-bis(2-chloroethoxy)fluoren-9-one in 100 ml of concentrated sulfuric acid is slowly reacted with 12 ml of a 30% hydrogen peroxide solution at room temperature. The reaction which is strongly exothermic is controlled by cooling the stirred reaction mixture in an ice-water bath. The cooled reaction mixture is poured onto 500 ml of an ice-water mixture and the resulting 3,8-bis(2-chloroethoxy)-6H-dibenzo[b,d]pyran-6-one which separates is isolated. Starting materials: Cc1ccsc1CC(C)C, CN(C)C=O, ClCCl, O=S(=O)=O, O=S(Cl)Cl. The product is Cc1cc(S(N)(=O)=O)sc1CC(C)C. RXN SMILES: [CH2:10]([CH:11]([CH3:12])[CH3:13])[c:14]1[s:15][cH:16][cH:17][c:18]1[CH3:19].[CH3:5][N:6]([CH3:7])[CH:8]=[O:9].[Cl:24][CH2:25][Cl:26].[O:1]=[S:2](=[O:3])=[O:4].[S:20]([Cl:21])([Cl:22])=[O:23]>>[O:1]=[S:2](=[O:4])([NH2:6])[c:16]1[s:15][c:14]([CH2:10][CH:11]([CH3:12])[CH3:13])[c:18]([CH3:19])[cH:17]1. Conditions: time 8 hour. Run in C1CCOC1.O (THF water). Procedure: To a solution of 6-amino-5-oxo-1,2,3,5,6,7,10,10a-octahydro-pyrrolo[1,2-a]azocine-3-carboxylic acid methyl ester, 8, (1.4 g, 5.2 mmol) in THF/water (3:1) is added LiOH (1.1 eq) and the solution is stirred overnight. The reaction is treated with 1 N HCl to pH 4. The mixture is then frozen and lyophilized to a pale yellow powder, which can be used directly in the next step. Reaction SMILES: C[O:2][C:3]([CH:5]1[N:9]2[C:10](=[O:17])[CH:11]([NH2:16])[CH2:12][CH:13]=[CH:14][CH2:15][CH:8]2[CH2:7][CH2:6]1)=[O:4].[Li+].[OH-].Cl>C1COCC1.O>[NH2:16][C@@H:11]1[C:10](=[O:17])[N:9]2[C@H:5]([C:3]([OH:4])=[O:2])[CH2:6][CH2:7][C@H:8]2[CH2:15][CH:14]=[CH:13][CH2:12]1 |f:1.2,4.5|. The product is N[C@H]1CC=CC[C@H]2N(C1=O)[C@@H](CC2)C(=O)O ((3S,6S,10aS)-6-amino-5-oxo-1,2,3,5,6,7,10,10a-octahydro-pyrrolo[1,2-a]azocine-3-carboxylic acid). Starting materials: COC(=O)C1CCC2N1C(C(CC=CC2)N)=O (6-amino-5-oxo-1,2,3,5,6,7,10,10a-octahydro-pyrrolo[1,2-a]azocine-3-carboxylic acid methyl ester), [Li+].[OH-] (LiOH), Cl (HCl).